Task: describe an organic reaction: reactants, conditions, products, and yield. Dataset: the Open Reaction Database (ORD), a public repository of structured organic reaction records Starting materials: Cc1cc([N+](=O)[O-])ccc1-c1cccc(C#N)c1, O=C([O-])O, CCO, [Na+], O, O, Cl[Sn]Cl. Yields the product Cc1cc(N)ccc1-c1cccc(C#N)c1. RXN SMILES: [C:1](#[N:2])[c:3]1[cH:4][c:5](-[c:9]2[c:10]([CH3:18])[cH:11][c:12]([N+:15]([O-:16])=[O:17])[cH:13][cH:14]2)[cH:6][cH:7][cH:8]1.[C:24](=[O:25])([OH:26])[O-:27].[CH3:29][CH2:30][OH:31].[Na+:28].[OH2:19].[OH2:20].[Sn:21]([Cl:22])[Cl:23]>>[C:1](#[N:2])[c:3]1[cH:4][c:5](-[c:9]2[c:10]([CH3:18])[cH:11][c:12]([NH2:15])[cH:13][cH:14]2)[cH:6][cH:7][cH:8]1.